Dataset: the Open Reaction Database (ORD), a public repository of structured organic reaction records. Task: describe an organic reaction: reactants, conditions, products, and yield Reactants: N=[N+]=[N-] (HN3), P(Cl)(Cl)(Cl)(Cl)Cl (phosphorus pentachloride), ClCC(=O)NC1CCCCC1 (N-chloroacetylcyclohexylamine). The solvent is C1=CC=CC=C1 (benzene), C1=CC=CC=C1 (benzene). Run at time 2 hour. Product: C1(CCCCC1)N1N=NN=C1CCl (1-cyclohexyl-5-chloromethyltetrazol). As a reaction SMILES: [Cl:1][CH2:2][C:3]([NH:5][CH:6]1[CH2:11][CH2:10][CH2:9][CH2:8][CH2:7]1)=O.P(Cl)(Cl)(Cl)(Cl)Cl.[NH:18]=[N+:19]=[N-:20]>C1C=CC=CC=1>[CH:6]1([N:5]2[C:3]([CH2:2][Cl:1])=[N:20][N:19]=[N:18]2)[CH2:11][CH2:10][CH2:9][CH2:8][CH2:7]1. Reported procedure: Into 150 ml of dried benzene, 17.6 g of N-chloroacetylcyclohexylamine was added. While the inside temperature is kept below 15° C. by ice-cooling the outside of the reaction vessel, 24 g of phosphorus pentachloride (PCl5) was added under stirring condition. After completion of the addition, the stirring is continued for 2 hours at a room temperature, then the reaction mixture is concentrated to a half volume thereof by using an evaporator with a bath temperature of below 50° C. To the concentrat... Starting materials: CN(C)C=C1C(NC2=CC=CC=C12)=O (3-(dimethylaminomethylene)-2(1H,3H)-indolone), Cu2Br2, IC=1C=C(C=CC1)OC (m-Iodoanisole), [H-].[Na+] (sodium hydride), ice, CCOCC (ether). The solvent is CN(C=O)C (dimethylformamide), CN(C=O)C (DMF), CCCCCC (hexane). Reaction conditions: time 30 minute. Yields the product COC=1C=C(C=CC1)N1C(C(C2=CC=CC=C12)=CN(C)C)=O (1-(3-Methoxyphenyl)-3-(dimethylaminomethylene)-2(1H,3H)-indolone). As a reaction SMILES: [H-].[Na+].[CH3:3][N:4]([CH:6]=[C:7]1[C:15]2[C:10](=[CH:11][CH:12]=[CH:13][CH:14]=2)[NH:9][C:8]1=[O:16])[CH3:5].I[C:18]1[CH:19]=[C:20]([O:24][CH3:25])[CH:21]=[CH:22][CH:23]=1.CCOCC>CCCCCC.CN(C)C=O>[CH3:25][O:24][C:20]1[CH:19]=[C:18]([N:9]2[C:10]3[C:15](=[CH:14][CH:13]=[CH:12][CH:11]=3)[C:7](=[CH:6][N:4]([CH3:3])[CH3:5])[C:8]2=[O:16])[CH:23]=[CH:22][CH:21]=1 |f:0.1|. Procedure details: In a flame dried flask under nitrogen, sodium hydride (50% dispersion in oil, 0.96 g, 20 mmoles) was washed free of oil with hexane. Dry dimethylformamide (DMF, 50 ml) and 3-(dimethylaminomethylene)-2(1H,3H)-indolone [Chem. Ber. 85:774 (1952); 3.77 g, 20 mmoles] were added, and the mixture stirred for 30 minutes (until gas evolution ceased). m-Iodoanisole (9.36 g, 40 mmoles) in 20 ml DMF was added, followed by Cu2Br2 (5.74 g, 20 mmoles). The reaction mixture was heated at 120°-130° for 40 hours,...